Dataset: the Open Reaction Database (ORD), a public repository of structured organic reaction records. Task: describe an organic reaction: reactants, conditions, products, and yield Reactants: OC(CC(C)C)C=1OC=CC1C(=O)O (2-(1-Hydroxy-3-methylbutyl)furan-3carboxylic acid), C[Si](C)(C)C=[N+]=[N-] (trimethysilyldiazomethane). Run in ClCCl (dichloromethane), ClCCl (dichloromethane). Run at time 20 hour. The product is OC(CC(C)C)C=1OC=CC1C(=O)OC[Si](C)(C)C (Trimethylsilylmethyl 2-(1-hydroxy-3-methylbutyl)furan-3-carboxylate). As a reaction SMILES: [OH:1][CH:2]([C:7]1[O:8][CH:9]=[CH:10][C:11]=1[C:12]([OH:14])=[O:13])[CH2:3][CH:4]([CH3:6])[CH3:5].[CH3:15][Si:16]([CH:19]=[N+]=[N-])([CH3:18])[CH3:17]>ClCCl>[OH:1][CH:2]([C:7]1[O:8][CH:9]=[CH:10][C:11]=1[C:12]([O:14][CH2:15][Si:16]([CH3:19])([CH3:18])[CH3:17])=[O:13])[CH2:3][CH:4]([CH3:6])[CH3:5]. Procedure: 2-(1-Hydroxy-3-methylbutyl)furan-3carboxylic acid (800 mg) was dissolved in dichloromethane (30 ml) an d a solution of trimethysilyldiazomethane (2M in hexane, 2.1 ml) was added. The mixture was stirred for 20 h, then diluted with dichloromethane and washed twice with hydrochloric acid. The organic phase was washed with brine, then dried, filtered and evaporated. Chromatography, eluting with diethylether:isohexane (1:1), gave the sub-title compound (435 mg). Starting materials: N (NH3), C(C)(C)(C)OC(NC=1[C@@](OC[C@@](N1)(C)C1=NC(=CC=C1)Br)(C(F)(F)F)C)=O ([(2R,5R)-5-(6-Bromo-pyridin-2-yl)-2,5-dimethyl-2-trifluoromethyl-5,6-dihydro-2H-[1,4]oxazin-3-yl]-carbamic acid tert-butyl ester), Cu2O, C(=O)([O-])[O-].[K+].[K+] (K2CO3). The reagents and catalysts are CNCCNC (N,N′-dimethylethylenediamine). Solvent: C(CO)O (ethylene glycol). Run at temperature 60 celsius, time 20 hour. Product: NC1=CC=CC(=N1)[C@]1(N=C([C@@](OC1)(C(F)(F)F)C)N)C ((2R,5R)-5-(6-Amino-pyridin-2-yl)-2,5-dimethyl-2-trifluoromethyl-5,6-dihydro-2H-[1,4]oxazin-3-ylamine). As a reaction SMILES: C(OC(=O)[NH:7][C:8]1[C@:9]([CH3:26])([C:22]([F:25])([F:24])[F:23])[O:10][CH2:11][C@:12]([C:15]2[CH:20]=[CH:19][CH:18]=[C:17](Br)[N:16]=2)([CH3:14])[N:13]=1)(C)(C)C.C([O-])([O-])=O.[K+].[K+].[NH3:34]>C(O)CO.CNCCNC>[NH2:34][C:17]1[N:16]=[C:15]([C@:12]2([CH3:14])[CH2:11][O:10][C@@:9]([CH3:26])([C:22]([F:25])([F:24])[F:23])[C:8]([NH2:7])=[N:13]2)[CH:20]=[CH:19][CH:18]=1 |f:1.2.3|. Procedure details: To a suspension of (2R,5R)-5-(6-bromo-pyridin-2-yl)-2,5-dimethyl-2-trifluoromethyl-5,6-dihydro-2H-[1,4]oxazin-3-ylamine (6.0 g, 17.04 mmol, Example 8 step h), Cu2O (0.122 g, 0.852 mmol), K2CO3 (0.471 g, 3.41 mmol) and N,N′-dimethylethylenediamine (0.15 g, 1.704 mmol) were suspended in ethylene glycol (34 ml) were added 53 ml aq. NH3 (25% w). The flask was sealed and the suspension was stirred to 60° C. for 20 h. A green solution was obtained. It was occasionally necessary to shake the flask to m... Reactants: C(C)(C)(C)C=1C=C(C=O)C=C(C1O)C(C)(C)C (3,5-di tert.butyl-4-hydroxybenzaldehyde), C(CC(=O)O)(=O)OCC (ethyl hydrogen malonate), N1CCCCC1 (piperidine). Run in N1=CC=CC=C1 (pyridine). Product: C(C)(C)(C)C=1C=C(C=CC(=O)OCC)C=C(C1O)C(C)(C)C (Ethyl 3,5-di tert.butyl-4-hydroxycinnamate), product. RXN SMILES: [C:1]([C:5]1[CH:6]=[C:7]([CH:10]=[C:11]([C:14]([CH3:17])([CH3:16])[CH3:15])[C:12]=1[OH:13])C=O)([CH3:4])([CH3:3])[CH3:2].[C:18]([O:24][CH2:25][CH3:26])(=[O:23])[CH2:19][C:20](O)=O.N1CCCCC1>N1C=CC=CC=1>[C:1]([C:5]1[CH:6]=[C:7]([CH:10]=[C:11]([C:14]([CH3:15])([CH3:17])[CH3:16])[C:12]=1[OH:13])[CH:20]=[CH:19][C:18]([O:24][CH2:25][CH3:26])=[O:23])([CH3:4])([CH3:3])[CH3:2]. Reported procedure: Ethyl 3,5-di tert.butyl-4-hydroxycinnamate was prepared by heating a mixture of 33.0 grams of 3,5-di tert.butyl-4-hydroxybenzaldehyde, 55.0 grams of ethyl hydrogen malonate, 50 milliliters of pyridine, and 3 milliliters of piperidine at 90° to 95° C. for 7 hours. The reaction mixture was cooled to room temperature and the solid which precipitated was filtered off, washed with 5 percent hydrochloric acid, and dried. Thirty grams of product was obtained which melted at 149° to 152° C. Working up t...